This data is from the Open Reaction Database (ORD), a public repository of structured organic reaction records. The task is: describe an organic reaction: reactants, conditions, products, and yield Reactants: C(C)(=O)O (acetic acid), C(C)(=O)OC(C)=O (acetic anhydride), OO (hydrogen peroxide), C1(=CC=CC=C1)SC(C(=O)C1=CC=CC=C1)(C)C (2-phenylthio-2-methylpropiophenone). Run in C(C)OCC (ethyl ether). Conditions: time 48 hour. Product: C1(=CC=CC=C1)S(=O)C(C(=O)C1=CC=CC=C1)(C)C (2-phenylsulphinyl-2-methylpropiophenone). RXN SMILES: [C:1]1([S:7][C:8]([CH3:18])([CH3:17])[C:9]([C:11]2[CH:16]=[CH:15][CH:14]=[CH:13][CH:12]=2)=[O:10])[CH:6]=[CH:5][CH:4]=[CH:3][CH:2]=1.C(O)(=[O:21])C.C(OC(=O)C)(=O)C.OO>C(OCC)C>[C:1]1([S:7]([C:8]([CH3:18])([CH3:17])[C:9]([C:11]2[CH:16]=[CH:15][CH:14]=[CH:13][CH:12]=2)=[O:10])=[O:21])[CH:2]=[CH:3][CH:4]=[CH:5][CH:6]=1. Procedure details: 68 g of 2-phenylthio-2-methylpropiophenone (1a) are added at 0° C. to a solution prepared from 500 ml of glacial acetic acid, 47 g of acetic anhydride and 45.5 g of 33% hydrogen peroxide. After 48 hours of agitation at ambient temperature, it is taken up in ethyl ether, washed with water and neutralised with sodium bicarbonate.